From a dataset of the Open Reaction Database (ORD), a public repository of structured organic reaction records. describe an organic reaction: reactants, conditions, products, and yield Reactants: C(C(C)C)(=O)N1CCS(C2=C(C1C)C=C(S2)S(N)(=O)=O)(=O)=O (4-isobutyryl-5(R,S)-methyl-7-sulfamoyl-2,3,4,5-tetrahydrothieno[3.2-f]-1,4-thiazepine-1,1-dioxide), B.C1CCOC1 (borane·THF), Cl (HCl), O (water). The solvent is O1CCCC1 (tetrahydrofuran). The product is C(C(C)C)N1CCS(C2=C(C1C)C=C(S2)S(N)(=O)=O)(=O)=O (4-Isobutyl-5(R,S)-methyl-7-sulfamoyl-2,3,4,5-tetrahydrothieno[3,2-f]-1,4-thiazepine-1,1-dioxide). Isolated yield 65.7%. Reaction SMILES: [C:1]([N:6]1[CH:12]([CH3:13])[C:11]2[CH:14]=[C:15]([S:17](=[O:20])(=[O:19])[NH2:18])[S:16][C:10]=2[S:9](=[O:22])(=[O:21])[CH2:8][CH2:7]1)(=O)[CH:2]([CH3:4])[CH3:3].B.C1COCC1.Cl.O>O1CCCC1>[CH2:1]([N:6]1[CH:12]([CH3:13])[C:11]2[CH:14]=[C:15]([S:17](=[O:20])(=[O:19])[NH2:18])[S:16][C:10]=2[S:9](=[O:21])(=[O:22])[CH2:8][CH2:7]1)[CH:2]([CH3:4])[CH3:3] |f:1.2|. Procedure details: To a solution of 4-isobutyryl-5(R,S)-methyl-7-sulfamoyl-2,3,4,5-tetrahydrothieno[3.2-f]-1,4-thiazepine-1,1-dioxide (1.009 g, 2.75 mmol) in dry tetrahydrofuran (30 mL), under an inert atmosphere was added 1M borane·THF (9 mL, 9.0 mmol) and the reaction mixture was refluxed for three hours. Concentrated HCl and water were then added to the cooled reaction mixture. After refluxing this mixture for 0.5 hours, the solvent was removed, the residue was made basic with NaHCO3 and the product was extract... Reactants: CCOC(=O)CP(=O)(OCC)OCC, CN(C)C=O, Cc1c(C)c2c(c(C)c1NC=O)CC(C)(C=O)O2, [H-], [Na+], O. Product: CCOC(=O)C=CC1(C)Cc2c(C)c(NC=O)c(C)c(C)c2O1. Reaction SMILES: [CH3:19][CH2:20][O:21][C:22](=[O:23])[CH2:24][P:25]([O:26][CH2:27][CH3:28])([O:29][CH2:30][CH3:31])=[O:32].[CH3:35][N:36]([CH3:37])[CH:38]=[O:39].[CH:1](=[O:2])[C:3]1([CH3:18])[O:4][c:5]2[c:6]([c:8]([CH3:17])[c:9]([NH:14][CH:15]=[O:16])[c:10]([CH3:13])[c:11]2[CH3:12])[CH2:7]1.[H-:33].[Na+:34].[OH2:40]>>[CH:1]([C:3]1([CH3:18])[O:4][c:5]2[c:6]([c:8]([CH3:17])[c:9]([NH:14][CH:15]=[O:16])[c:10]([CH3:13])[c:11]2[CH3:12])[CH2:7]1)=[CH:24][C:22]([O:21][CH2:20][CH3:19])=[O:23]. Starting materials: C1CCOC1, CCN(C(C)C)C(C)C, Cc1cccc(Cl)c1Nc1nc2cc(C(=O)O)c3c(c2[nH]1)CC(C)(C)O3, NC1(c2cccc(C(F)(F)F)c2)CC1, O=S(Cl)Cl, c1ccccc1. Product: Cc1cccc(Cl)c1Nc1nc2cc(C(=O)NC3(c4cccc(C(F)(F)F)c4)CC3)c3c(c2[nH]1)CC(C)(C)O3. As a reaction SMILES: [CH2:54]1[O:55][CH2:56][CH2:57][CH2:58]1.[CH:45]([N:46]([CH2:47][CH3:48])[CH:49]([CH3:50])[CH3:51])([CH3:52])[CH3:53].[Cl:1][c:2]1[c:3]([NH:9][c:10]2[nH:11][c:12]3[c:13]([n:14]2)[cH:15][c:16]([C:24](=[O:25])[OH:26])[c:17]2[c:18]3[CH2:19][C:20]([CH3:22])([CH3:23])[O:21]2)[c:4]([CH3:8])[cH:5][cH:6][cH:7]1.[F:31][C:32]([c:33]1[cH:34][c:35]([C:39]2([NH2:42])[CH2:40][CH2:41]2)[cH:36][cH:37][cH:38]1)([F:43])[F:44].[S:27]([Cl:28])([Cl:29])=[O:30].[cH:59]1[cH:60][cH:61][cH:62][cH:63][cH:64]1>>[Cl:1][c:2]1[c:3]([NH:9][c:10]2[nH:11][c:12]3[c:13]([n:14]2)[cH:15][c:16]([C:24](=[O:26])[NH:42][C:39]2([c:35]4[cH:34][c:33]([C:32]([F:31])([F:43])[F:44])[cH:38][cH:37][cH:36]4)[CH2:40][CH2:41]2)[c:17]2[c:18]3[CH2:19][C:20]([CH3:22])([CH3:23])[O:21]2)[c:4]([CH3:8])[cH:5][cH:6][cH:7]1. Starting materials: CN1CCC(CC1)=O (1-methyl-4-piperidone), C(C)(=O)O (acetic acid), NC1=C(C=C(C(=C1)Cl)Cl)N1C=CC=C1 (1-(2-amino-4,5-dichlorophenyl)pyrrole). The solvent is C(C)O (ethanol). Yields the product ClC=1C=C2NC3(CCN(CC3)C)C=3N(C2=CC1Cl)C=CC3 (7,8-dichloro-4,5-dihydro-1'-methylspiro[pyrrolo(1,2-a)quinoxaline-4,4'-piperidine]). RXN SMILES: [CH3:1][N:2]1[CH2:7][CH2:6][C:5](=O)[CH2:4][CH2:3]1.C(O)(=O)C.[NH2:13][C:14]1[CH:19]=[C:18]([Cl:20])[C:17]([Cl:21])=[CH:16][C:15]=1[N:22]1[CH:26]=[CH:25][CH:24]=[CH:23]1>C(O)C>[Cl:20][C:18]1[CH:19]=[C:14]2[C:15](=[CH:16][C:17]=1[Cl:21])[N:22]1[CH:23]=[CH:24][CH:25]=[C:26]1[C:5]1([CH2:6][CH2:7][N:2]([CH3:1])[CH2:3][CH2:4]1)[NH:13]2. Procedure details: 3.39 g (0.03 mole) of 1-methyl-4-piperidone and 5 ml. of glacial acetic acid are added to a solution of 6.81 g (0.03 mole) of 1-(2-amino-4,5-dichlorophenyl)pyrrole in 100 ml. of absolute ethanol. The solution is refluxed for 50 hours and concentrated, and the residue is dissolved in water. The solution is filtered and basified. A solid precipitates and is filtered, dried, and recrystallized from ethanol to give 7,8-dichloro-4,5-dihydro-1'-methylspiro[pyrrolo(1,2-a)quinoxaline-4,4'-piperidine], m...